From a dataset of the Open Reaction Database (ORD), a public repository of structured organic reaction records. describe an organic reaction: reactants, conditions, products, and yield Starting materials: diazo, N-2(cyanomethoxycarbonylethyl)-aniline, S(N)(O)(=O)=O (sulphamic acid), [N+](=O)([O-])C1=CN=C(S1)N=NC1=CC=C(N(CCC(=O)OCC#N)CCCC)C=C1 (4-(5-nitrothiazol-yl-azo)-N-butyl-N-(2-cyanomethoxycarbonylethyl)aniline), N(=O)OS(O)(=O)=O (Nitrosyl sulphuric acid), NC=1SC(=CN1)[N+](=O)[O-] (2-amino-5-nitrothiazole), C(CC)(=O)O (propionic acid). Run in CC(=O)C (acetone), O (water), CC(=O)C (acetone), C(C)(=O)O (acetic acid). Reaction conditions: time 30 minute. Yields the product [N+](=O)([O-])C1=CN=C(S1)N=NC1=CC=C(N(CC(OCC#N)=C=O)CCCC)C=C1 (4-(5-nitrothiazol-yl-azo)-N-butyl-N-(2-cyanomethoxy-carbonylethyl)aniline). RXN SMILES: NC1S[C:4]([N+:7]([O-])=O)=[CH:5]N=1.C(O)(=[O:13])CC.N(OS(=O)(=O)O)=O.S(=O)(=O)(O)N.[N+:27]([C:30]1[S:34][C:33]([N:35]=[N:36][C:37]2[CH:55]=[CH:54][C:40]([N:41]([CH2:50][CH2:51][CH2:52][CH3:53])[CH2:42][CH2:43][C:44](OCC#N)=[O:45])=[CH:39][CH:38]=2)=[N:32][CH:31]=1)([O-:29])=[O:28]>CC(C)=O.O.C(O)(=O)C>[N+:27]([C:30]1[S:34][C:33]([N:35]=[N:36][C:37]2[CH:38]=[CH:39][C:40]([N:41]([CH2:50][CH2:51][CH2:52][CH3:53])[CH2:42][C:43](=[C:44]=[O:45])[O:13][CH2:5][C:4]#[N:7])=[CH:54][CH:55]=2)=[N:32][CH:31]=1)([O-:29])=[O:28]. Procedure: 2-amino-5-nitrothiazole (2.9 parts) was set stirring at 5° C. with a mixture of acetic acid and propionic acid, 86:14 (50 parts). Nitrosyl sulphuric acid 40% (7.0 parts) was added below 5° C. and the mixture was stirred for 30 mins. The diazo solution was added gradually to a stirred coupling mixture of N-butyl, N-2(cyanomethoxycarbonylethyl)-aniline (5.2 parts), acetone (50 parts), water (200 parts) and sulphamic acid (0.5 parts). After one hour the product was isolated by filtration, washed wi... Starting materials: (RS)-2,2′-Bis(diphenylphosphino)-1,1′-binaphthyl, tri(dibenzylideneacetone)palladium(0), FC(S(=O)(=O)OC1=C(C=C(C=C1)C(C(C)C)(C=1N=CN(C1)C(C1=CC=CC=C1)(C1=CC=CC=C1)C1=CC=CC=C1)O)C1=CC=C(C=C1)F)(F)F (4′-fluoro-5-[1-hydroxy-2-methyl-1-(1-trityl-1H-imidazol-4-yl)propyl][1,1′-biphenyl]-2-yl trifluoromethanesulfonate), C(C1=CC=CC=C1)(C1=CC=CC=C1)=N (benzophenone imine), C([O-])([O-])=O (carbonate), (RS)-2,2′-bis(diphenylphosphino)-1,1′-binaphthyl, tri(dibenzylideneacetone)dipalladium(0). The solvent is C1(=CC=CC=C1)C (toluene). Run at temperature 85 celsius, time 16.5 hour. Yields the product C1(=CC=CC=C1)C(C1=CC=CC=C1)=NC1=CC=C(C=C1C1=CC=C(C=C1)F)C(C(C)C)(O)C=1N=CN(C1)C(C1=CC=CC=C1)(C1=CC=CC=C1)C1=CC=CC=C1 (1-[6-[(diphenylmethylene)amino]-4′-fluoro[1,1′-biphenyl]-3-yl]-2-methyl-1-(1-trityl-1H-imidazol-4-yl)-1-propanol). RXN SMILES: FC(F)(F)S(O[C:7]1[CH:12]=[CH:11][C:10]([C:13]([OH:41])([C:17]2[N:18]=[CH:19][N:20]([C:22]([C:35]3[CH:40]=[CH:39][CH:38]=[CH:37][CH:36]=3)([C:29]3[CH:34]=[CH:33][CH:32]=[CH:31][CH:30]=3)[C:23]3[CH:28]=[CH:27][CH:26]=[CH:25][CH:24]=3)[CH:21]=2)[CH:14]([CH3:16])[CH3:15])=[CH:9][C:8]=1[C:42]1[CH:47]=[CH:46][C:45]([F:48])=[CH:44][CH:43]=1)(=O)=O.[C:51](=[NH:64])([C:58]1[CH:63]=[CH:62][CH:61]=[CH:60][CH:59]=1)[C:52]1[CH:57]=[CH:56][CH:55]=[CH:54][CH:53]=1.C(=O)([O-])[O-]>C1(C)C=CC=CC=1>[C:52]1([C:51](=[N:64][C:7]2[C:8]([C:42]3[CH:43]=[CH:44][C:45]([F:48])=[CH:46][CH:47]=3)=[CH:9][C:10]([C:13]([C:17]3[N:18]=[CH:19][N:20]([C:22]([C:23]4[CH:24]=[CH:25][CH:26]=[CH:27][CH:28]=4)([C:35]4[CH:36]=[CH:37][CH:38]=[CH:39][CH:40]=4)[C:29]4[CH:34]=[CH:33][CH:32]=[CH:31][CH:30]=4)[CH:21]=3)([OH:41])[CH:14]([CH3:15])[CH3:16])=[CH:11][CH:12]=2)[C:58]2[CH:59]=[CH:60][CH:61]=[CH:62][CH:63]=2)[CH:57]=[CH:56][CH:55]=[CH:54][CH:53]=1. Reported procedure: To a solution of 4′-fluoro-5-[1-hydroxy-2-methyl-1-(1-trityl-1H-imidazol-4-yl)propyl][1,1′-biphenyl]-2-yl trifluoromethanesulfonate (1.06 g), benzophenone imine (0.035 ml) and cecium carbonate (1.23 g) in toluene (15 ml) were added (RS)-2,2′-bis(diphenylphosphino)-1,1′-binaphthyl (56.4 mg) and tri(dibenzylideneacetone)dipalladium(0) (27.7 mg), and the mixture was stirred at 80-90° C. for 26 h. (RS)-2,2′-Bis(diphenylphosphino)-1,1′-binaphthyl (112 mg) and tri(dibenzylideneacetone)palladium(0) (55... The reactants are OC=1C(=CC2=CC=CC=C2C1)C(=O)NN (3-hydroxy-2-naphthohydrazide), C(C1=CC=CC=C1)=O (benzaldehyde). The solvent is CO (methanol). Conditions: time 30 minute. Yields the product OC=1C(=CC2=CC=CC=C2C1)C(=O)NN=CC1=CC=CC=C1 (3-hydroxy-N′-(1-phenylmethylene)-2-naphthohydrazide). Reaction SMILES: [OH:1][C:2]1[C:3]([C:12]([NH:14][NH2:15])=[O:13])=[CH:4][C:5]2[C:10]([CH:11]=1)=[CH:9][CH:8]=[CH:7][CH:6]=2.[CH:16](=O)[C:17]1[CH:22]=[CH:21][CH:20]=[CH:19][CH:18]=1>CO>[OH:1][C:2]1[C:3]([C:12]([NH:14][N:15]=[CH:16][C:17]2[CH:22]=[CH:21][CH:20]=[CH:19][CH:18]=2)=[O:13])=[CH:4][C:5]2[C:10]([CH:11]=1)=[CH:9][CH:8]=[CH:7][CH:6]=2. Procedure details: A four neck flask (2 liters) equipped with a thermometer, a reflux condenser and a stirrer was charged with 101 g (0.5 mol) of 3-hydroxy-2-naphthohydrazide and 1.5 liter of methanol, and 63.7 g (0.6 mol) of benzaldehyde was dropwise added thereto in 30 minutes while stirring at room temperature. After heating under reflux for 5 hours, the reaction liquid was cooled down to 15° C. or lower, and crystal was filtered off. The crystal was washed with a small amount of methanol and then dried under r... Reactants: CC(C)(C)OC(=O)NCCCC(=O)O, CCN=C=NCCCN(C)C, CN(C)c1ccncc1, ClCCl, Cl, [K+], CC12CCC3C(CC(=O)C4CC(N)CCC43C)C1CCC2=O, [OH-]. Yields the product CC(C)(C)OC(=O)NCCCC(=O)NC1CCC2(C)C(C1)C(=O)CC1C3CCC(=O)C3(C)CCC12. Reaction SMILES: [C:26]([CH3:27])([CH3:28])([CH3:29])[O:30][C:31](=[O:32])[NH:33][CH2:34][CH2:35][CH2:36][C:37](=[O:38])[OH:39].[CH3:40][CH2:41][N:42]=[C:43]=[N:44][CH2:45][CH2:46][CH2:47][N:48]([CH3:49])[CH3:50].[CH3:54][N:55]([CH3:56])[c:57]1[cH:58][cH:59][n:60][cH:61][cH:62]1.[Cl:51][CH2:52][Cl:53].[ClH:1].[K+:25].[NH2:2][CH:3]1[CH2:4][CH:5]2[C:6](=[O:23])[CH2:7][CH:8]3[CH:9]4[CH2:10][CH2:11][C:12](=[O:22])[C:13]4([CH3:14])[CH2:15][CH2:16][CH:17]3[C:18]2([CH3:21])[CH2:19][CH2:20]1.[OH-:24]>>[NH:2]([CH:3]1[CH2:4][CH:5]2[C:6](=[O:23])[CH2:7][CH:8]3[CH:9]4[CH2:10][CH2:11][C:12](=[O:22])[C:13]4([CH3:14])[CH2:15][CH2:16][CH:17]3[C:18]2([CH3:21])[CH2:19][CH2:20]1)[C:37]([CH2:36][CH2:35][CH2:34][NH:33][C:31]([O:30][C:26]([CH3:27])([CH3:28])[CH3:29])=[O:32])=[O:38]. Reactants: ClC1=CC=C(C=C1)C=CC1=NC2=C(C=CC=C2C(N1CCCC1CCN(CC1)CCC1=CC=CC=C1)=O)OC (2-[2-(4-chloro-phenyl)-vinyl]-8-methoxy-3-[3-(1-phenethyl-piperidin-4-yl)-propyl]-3H-quinazolin-4-one). Run in Br.CC(=O)O (HBr HOAc). Product: ClC1=CC=C(C=C1)C=CC1=NC2=C(C=CC=C2C(N1CCCC1CCN(CC1)CCC1=CC=CC=C1)=O)O (2-[2-(4-chloro-phenyl)-vinyl]-8-hydroxy-3-[3-(1-phenethyl-piperidin-4-yl)-propyl]-3H-quinazolin-4-one). RXN SMILES: [Cl:1][C:2]1[CH:7]=[CH:6][C:5]([CH:8]=[CH:9][C:10]2[N:19]([CH2:20][CH2:21][CH2:22][CH:23]3[CH2:28][CH2:27][N:26]([CH2:29][CH2:30][C:31]4[CH:36]=[CH:35][CH:34]=[CH:33][CH:32]=4)[CH2:25][CH2:24]3)[C:18](=[O:37])[C:17]3[C:12](=[C:13]([O:38]C)[CH:14]=[CH:15][CH:16]=3)[N:11]=2)=[CH:4][CH:3]=1>Br.CC(O)=O>[Cl:1][C:2]1[CH:7]=[CH:6][C:5]([CH:8]=[CH:9][C:10]2[N:19]([CH2:20][CH2:21][CH2:22][CH:23]3[CH2:28][CH2:27][N:26]([CH2:29][CH2:30][C:31]4[CH:32]=[CH:33][CH:34]=[CH:35][CH:36]=4)[CH2:25][CH2:24]3)[C:18](=[O:37])[C:17]3[C:12](=[C:13]([OH:38])[CH:14]=[CH:15][CH:16]=3)[N:11]=2)=[CH:4][CH:3]=1 |f:1.2|. Procedure: A solution of 2-[2-(4-chloro-phenyl)-vinyl]-8-methoxy-3-[3-(1-phenethyl-piperidin-4-yl)-propyl]-3H-quinazolin-4-one (530 mg, 0.98 mmol) in conc HBr/HOAc (1:1 mixture, 60 mL) was heated at 120° C. for 48 h. After cooling to room temperature, the reaction mixture was concentrated under vacuum to yield the desired product. API-MS: 529 (M+1)